From a dataset of the Open Reaction Database (ORD), a public repository of structured organic reaction records. describe an organic reaction: reactants, conditions, products, and yield The reactants are CCOC(=O)C.CCCCCC (EtOAc Hexane), C(=O)(OC(C)(C)C)N1CCC(CC1)OC1=CC(=CC(=C1)C(F)(F)F)N (1-Boc-4-(3-amino-5-trifluoromethyl-phenoxy)-piperidine), FC1=NC=CC=C1C(=O)Cl (2-Fluoropyridine-3-carbonyl chloride), C(=O)(O)[O-].[Na+] (NaHCO3). Run in C(Cl)Cl (CH2Cl2). Reaction conditions: time 2.5 hour. Yields the product C(=O)(OC(C)(C)C)N1CCC(CC1)OC1=CC(=CC(=C1)C(F)(F)F)NC(=O)C=1C(=NC=CC1)F (1-Boc-4-{3-[(2-fluoro-pyridine-3-carbonyl)-amino]-5-trifluoromethyl-phenoxy}-piperidine). RXN SMILES: [C:1]([N:8]1[CH2:13][CH2:12][CH:11]([O:14][C:15]2[CH:20]=[C:19]([C:21]([F:24])([F:23])[F:22])[CH:18]=[C:17]([NH2:25])[CH:16]=2)[CH2:10][CH2:9]1)([O:3][C:4]([CH3:7])([CH3:6])[CH3:5])=[O:2].C([O-])(O)=O.[Na+].[F:31][C:32]1[C:37]([C:38](Cl)=[O:39])=[CH:36][CH:35]=[CH:34][N:33]=1.CCOC(C)=O.CCCCCC>C(Cl)Cl>[C:1]([N:8]1[CH2:13][CH2:12][CH:11]([O:14][C:15]2[CH:20]=[C:19]([C:21]([F:24])([F:23])[F:22])[CH:18]=[C:17]([NH:25][C:38]([C:37]3[C:32]([F:31])=[N:33][CH:34]=[CH:35][CH:36]=3)=[O:39])[CH:16]=2)[CH2:10][CH2:9]1)([O:3][C:4]([CH3:7])([CH3:6])[CH3:5])=[O:2] |f:1.2,4.5|. Reported procedure: 1-Boc-4-(3-amino-5-trifluoromethyl-phenoxy)-piperidine (4.37 g) was dissolved in CH2Cl2 (100 ml) and NaHCO3 (2.4 g, Baker) was added. 2-Fluoropyridine-3-carbonyl chloride (2.12 g) was added an the reaction was stirred at RT for 2.5 h. The reaction was filtered and concentrated in vacuo to yield a yellow foam. (30%) EtOAc/Hexane was added and 1-Boc-4-{3-[(2-fluoro-pyridine-3-carbonyl)-amino]-5-trifluoromethyl-phenoxy}-piperidine precipitated as an off white solid.